Task: describe an organic reaction: reactants, conditions, products, and yield. Dataset: the Open Reaction Database (ORD), a public repository of structured organic reaction records Reaction SMILES: [F:1][C:2]1[CH:3]=[C:4]([CH:8]=[CH:9][CH:10]=1)[C:5]([OH:7])=[O:6].S(=O)(=O)(O)O.[N+:16]([O-])([OH:18])=[O:17]>O>[F:1][C:2]1[CH:10]=[CH:9][C:8]([N+:16]([O-:18])=[O:17])=[C:4]([CH:3]=1)[C:5]([OH:7])=[O:6]. Reported procedure: 841 g of 3-fluorobenzoic acid were placed in 3261 g of 100% strength by weight sulphuric acid and the mixture was cooled to +10° C. 1147 g of nitrating acid comprising 67% by weight of 100% strength by weight sulphuric acid and 33% by weight of 100% strength by weight nitric acid were then added. After the reaction was completed, the mixture contained approximately 1.65% by weight of wrong isomers. The mixture was added to 10 1 of water and then cooled to room temperature. The solid product prec... The yield is 100.0%. The product is FC=1C=CC(=C(C(=O)O)C1)[N+](=O)[O-] (5-fluoro-2-nitro-benzoic acid). The solvent is O (water). The reactants are FC=1C=C(C(=O)O)C=CC1 (3-fluorobenzoic acid), S(O)(O)(=O)=O (sulphuric acid), [N+](=O)(O)[O-] (nitric acid), S(O)(O)(=O)=O (sulphuric acid), nitrating acid.